Task: describe an organic reaction: reactants, conditions, products, and yield. Dataset: the Open Reaction Database (ORD), a public repository of structured organic reaction records Yields the product CCOC(=O)CSCCCCCCCCCCC(=O)C1CNCCO1. Starting materials: O=C(O)CSCCCCCCCCCCC(=O)C1CNCCO1, CCO, O=S(=O)(O)c1ccc2ccccc2c1, c1ccccc1. Reaction SMILES: [C:1](=[O:2])([OH:3])[CH2:4][S:5][CH2:6][CH2:7][CH2:8][CH2:9][CH2:10][CH2:11][CH2:12][CH2:13][CH2:14][CH2:15][C:16](=[O:17])[CH:18]1[O:19][CH2:20][CH2:21][NH:22][CH2:23]1.[CH2:24]([CH3:25])[OH:26].[cH:27]1[c:28]2[c:29]([cH:30][cH:31][cH:32][cH:33]2)[cH:34][cH:35][c:36]1[S:37]([OH:38])(=[O:39])=[O:40].[cH:41]1[cH:42][cH:43][cH:44][cH:45][cH:46]1>>[C:1](=[O:2])([O:3][CH2:24][CH3:25])[CH2:4][S:5][CH2:6][CH2:7][CH2:8][CH2:9][CH2:10][CH2:11][CH2:12][CH2:13][CH2:14][CH2:15][C:16](=[O:17])[CH:18]1[O:19][CH2:20][CH2:21][NH:22][CH2:23]1. The reactants are ClC=1C=CN2C(C(=CC(=C2C1OC)C1CC1)C(=O)OC)=O (methyl 8-chloro-1-cyclopropyl-9-methoxy-4-oxo-4H-quinolizine-3-carboxylate), NC1=NC=C(C=C1)B1OC(C)(C)C(C)(C)O1 (2-aminopyridine-5-boronic acid pinacol ester). Yields the product NC1=CC=C(C=N1)C=1C=CN2C(C(=CC(=C2C1OC)C1CC1)C(=O)OC)=O (methyl 8-(6-amino-pyridin-3-yl)-1-cyclopropyl-9-methoxy-4-oxo-4H-quinolizine-3-carboxylate). Yield: 59.9%. RXN SMILES: Cl[C:2]1[CH:3]=[CH:4][N:5]2[C:10]([C:11]=1[O:12][CH3:13])=[C:9]([CH:14]1[CH2:16][CH2:15]1)[CH:8]=[C:7]([C:17]([O:19][CH3:20])=[O:18])[C:6]2=[O:21].[NH2:22][C:23]1[CH:28]=[CH:27][C:26](B2OC(C)(C)C(C)(C)O2)=[CH:25][N:24]=1>>[NH2:22][C:23]1[N:24]=[CH:25][C:26]([C:2]2[CH:3]=[CH:4][N:5]3[C:10]([C:11]=2[O:12][CH3:13])=[C:9]([CH:14]2[CH2:16][CH2:15]2)[CH:8]=[C:7]([C:17]([O:19][CH3:20])=[O:18])[C:6]3=[O:21])=[CH:27][CH:28]=1. Procedure: Methyl 8-(6-amino-pyridin-3-yl)-1-cyclopropyl-9-methoxy-4-oxo-4H-quinolizine-3-carboxylate was prepared according to General Procedure A from methyl 8-chloro-1-cyclopropyl-9-methoxy-4-oxo-4H-quinolizine-3-carboxylate (50 mg, 0.16 mmol), and 2-aminopyridine-5-boronic acid pinacol ester (42.9 mg, 0.20 mmol). Purification by flash silica column chromatography (DCM:MeOH) (1:0 to 9:1) afforded the title compound as an orange solid (35 mg, 57%). The reactants are N1=CC=C(C=C1)C=1SC=C(N1)C=1C(NC2=CC(=CC=C2C1)C=O)=O (3-(2-pyridin-4-yl-thiazol-4-yl)-1H-quinolin-2-one-7-carbaldehyde), CC1CNCC(O1)C (2,6-dimethylmorpholine). Yields the product CC1CN(CC(O1)C)CC1=CC=C2C=C(C(NC2=C1)=O)C=1N=C(SC1)C1=CC=NC=C1 (7-(2,6-Dimethyl-morpholin-4-ylmethyl)-3-(2-pyridin-4-yl-thiazol-4-yl)-1H-quinolin-2-one). As a reaction SMILES: [N:1]1[CH:6]=[CH:5][C:4]([C:7]2[S:8][CH:9]=[C:10]([C:12]3[C:13](=[O:24])[NH:14][C:15]4[C:20]([CH:21]=3)=[CH:19][CH:18]=[C:17]([CH:22]=O)[CH:16]=4)[N:11]=2)=[CH:3][CH:2]=1.[CH3:25][CH:26]1[O:31][CH:30]([CH3:32])[CH2:29][NH:28][CH2:27]1>>[CH3:32][CH:30]1[O:31][CH:26]([CH3:25])[CH2:27][N:28]([CH2:22][C:17]2[CH:16]=[C:15]3[C:20]([CH:21]=[C:12]([C:10]4[N:11]=[C:7]([C:4]5[CH:3]=[CH:2][N:1]=[CH:6][CH:5]=5)[S:8][CH:9]=4)[C:13](=[O:24])[NH:14]3)=[CH:19][CH:18]=2)[CH2:29]1. Reported procedure: This compound was prepared according to the method described in example 8768 employing 3-(2-pyridin-4-yl-thiazol-4-yl)-1H-quinolin-2-one-7-carbaldehyde and 2,6-dimethylmorpholine to give a yellow solid. MS m/z: 433.1 (M+1). Reactants: CC(C)(C)NS(=O)(=O)c1ccccc1-c1ccc(NC(=O)CCl)cc1, N#Cc1ccc2nc[nH]c2c1, [K+], [K+], O=C([O-])[O-], CN(C)C=O. Product: CC(C)(C)NS(=O)(=O)c1ccccc1-c1ccc(NC(=O)Cc2nc3ccc(C#N)cc3[nH]2)cc1. RXN SMILES: [C:12]([CH3:13])([CH3:14])([CH3:15])[NH:16][S:17](=[O:18])(=[O:19])[c:20]1[c:21](-[c:26]2[cH:27][cH:28][c:29]([NH:32][C:33](=[O:34])[CH2:35][Cl:36])[cH:30][cH:31]2)[cH:22][cH:23][cH:24][cH:25]1.[C:1](#[N:2])[c:3]1[cH:4][c:5]2[c:6]([n:7][cH:8][nH:9]2)[cH:10][cH:11]1.[K+:37].[K+:38].[O-:39][C:40]([O-:41])=[O:42].[O:43]=[CH:44][N:45]([CH3:46])[CH3:47]>>[C:1](#[N:2])[c:3]1[cH:4][c:5]2[c:6]([n:7][c:8]([CH2:35][C:33]([NH:32][c:29]3[cH:28][cH:27][c:26](-[c:21]4[c:20]([S:17]([NH:16][C:12]([CH3:13])([CH3:14])[CH3:15])(=[O:18])=[O:19])[cH:25][cH:24][cH:23][cH:22]4)[cH:31][cH:30]3)=[O:34])[nH:9]2)[cH:10][cH:11]1. Reactants: FC(CS(=O)(=O)Cl)(F)F (2,2,2-trifluoroethanesulfonyl chloride), COC1=C(OC2=CC=C(C=C2)NCC=2C=NC=CC2)C=CC=C1 (N-(4-(2-methoxyphenoxy)phenyl)pyridin-3-ylmethylamine), C([O-])([O-])=O.[K+].[K+] (potassium carbonate). Solvent: ClCCCl.N1=CC=CC=C1 (DCE Pyridine). Conditions: time 8 hour. The product is COC1=C(OC2=CC=C(C=C2)N(S(=O)(=O)CC(F)(F)F)CC=2C=NC=CC2)C=CC=C1 (N-(4-(2-Methoxyphenoxy)phenyl)-N-(2,2,2-trifluoroethanesulfonyl)pyrid-3-ylmethylamine). Reaction SMILES: [CH3:1][O:2][C:3]1[CH:23]=[CH:22][CH:21]=[CH:20][C:4]=1[O:5][C:6]1[CH:11]=[CH:10][C:9]([NH:12][CH2:13][C:14]2[CH:15]=[N:16][CH:17]=[CH:18][CH:19]=2)=[CH:8][CH:7]=1.[F:24][C:25]([F:32])([F:31])[CH2:26][S:27](Cl)(=[O:29])=[O:28].C(=O)([O-])[O-].[K+].[K+]>ClCCCl.N1C=CC=CC=1>[CH3:1][O:2][C:3]1[CH:23]=[CH:22][CH:21]=[CH:20][C:4]=1[O:5][C:6]1[CH:7]=[CH:8][C:9]([N:12]([CH2:13][C:14]2[CH:15]=[N:16][CH:17]=[CH:18][CH:19]=2)[S:27]([CH2:26][C:25]([F:32])([F:31])[F:24])(=[O:29])=[O:28])=[CH:10][CH:11]=1 |f:2.3.4,5.6|. Reported procedure: A solution of N-(4-(2-methoxyphenoxy)phenyl)pyridin-3-ylmethylamine (1.0 equiv.) in 2:1 DCE/Pyridine (0.15 M) was cooled to 0° C. and treated with 2,2,2-trifluoroethanesulfonyl chloride (1.8 equiv.). The mixture was allowed to warm to ambient temperature and stir overnight. The reaction was treated with anhydrous potassium carbonate, stirred for 40 min, and filtered. The filtrate was purified via preparative HPLC eluting with 98:2 to 96:4 DCM/MeOH to give the title compound. Anal Calcd for C21H1... Starting materials: [H-].[Na+] (Sodium hydride), N1C(=CC=C1)C(=O)C1=CC=C(C=C1)N1C(O[C@H](C1)CNC(C)=O)=O (N-([(5S)-N-(4-[pyrrol-2-ylcarbonyl]phenyl)-2-oxooxazolidin-5-yl]methyl)acetamide), IC (Iodomethane). Solvent: CN(C)C=O (DMF). Run at temperature 5 celsius, time 15 minute. The product is CN1C(=CC=C1)C(=O)C1=CC=C(C=C1)N1C(O[C@H](C1)CNC(C)=O)=O (N-([(5S)-N-(4-[1-methylpyrrol-2-yl carbonyl]phenyl)-2-oxooxazolidin-5-yl]methyl)acetamide). As a reaction SMILES: [NH:1]1[CH:5]=[CH:4][CH:3]=[C:2]1[C:6]([C:8]1[CH:13]=[CH:12][C:11]([N:14]2[CH2:18][C@H:17]([CH2:19][NH:20][C:21](=[O:23])[CH3:22])[O:16][C:15]2=[O:24])=[CH:10][CH:9]=1)=[O:7].[H-].[Na+].I[CH3:28]>CN(C=O)C>[CH3:28][N:1]1[CH:5]=[CH:4][CH:3]=[C:2]1[C:6]([C:8]1[CH:13]=[CH:12][C:11]([N:14]2[CH2:18][C@H:17]([CH2:19][NH:20][C:21](=[O:23])[CH3:22])[O:16][C:15]2=[O:24])=[CH:10][CH:9]=1)=[O:7] |f:1.2|. Procedure: The title compound of Example 47 (0.14 g, 0.43 mM) in DMF (1.4 ml) was stirred under nitrogen and cooled to 5° C. Sodium hydride (0.019 g of a 60% dispersion in mineral oil, 0.47 mM) was added and the mixture stirred for 15 minutes. Iodomethane (30 μl) was added, the mixture stirred for 10 minutes at 5° C. and at ambient temperature for 2 hours. The mixture was evaporated and the residue partitioned between EtOAc and water. The organic layer was washed with water dried (MgSO4) and evaporated. Th... Starting materials: CC1=CC=C(C=C1)S(=O)(=O)OCCC(C)(C1=CC=CC=C1)O (3-hydroxy-3-phenylbutyl 4-methylbenzenesulfonate), C1CCC2=NCCCN2CC1 (DBU), CC=1C=C(C=CC1)N=C=O (3-methylphenyl isocyanate). Run in C(Cl)Cl (CH2Cl2), C(Cl)Cl (CH2Cl2). Run at time 8 hour. Product: CC1(CCN(C(O1)=O)C=1C=C(C=CC1)C)C1=CC=CC=C1 (6-methyl-6-phenyl-3-m-tolyl-1,3-oxazinan-2-one). As a reaction SMILES: CC1C=CC(S(O[CH2:12][CH2:13][C:14]([OH:22])([C:16]2[CH:21]=[CH:20][CH:19]=[CH:18][CH:17]=2)[CH3:15])(=O)=O)=CC=1.C1CCN2C(=NCCC2)CC1.[CH3:34][C:35]1[CH:36]=[C:37]([N:41]=[C:42]=[O:43])[CH:38]=[CH:39][CH:40]=1>C(Cl)Cl>[CH3:15][C:14]1([C:16]2[CH:17]=[CH:18][CH:19]=[CH:20][CH:21]=2)[O:22][C:42](=[O:43])[N:41]([C:37]2[CH:36]=[C:35]([CH3:34])[CH:40]=[CH:39][CH:38]=2)[CH2:12][CH2:13]1. Procedure details: To a solution of 3-hydroxy-3-phenylbutyl 4-methylbenzenesulfonate (1 g, 3.12 mmol) and DBU (1.4 g, 9.26 mmol) in CH2Cl2 (15 mL) was added a solution of 3-methylphenyl isocyanate (623 mg, 4.68 mmol) in CH2Cl2 (5 mL) at 0° C. over 0.5 h. The mixture was stirred at rt overnight. The mixture was concentrated to give the crude product, which was purified by column chromatography and then by preparative HPLC to afford 6-methyl-6-phenyl-3-m-tolyl-1,3-oxazinan-2-one. LC-MS Method 2, tR=2.706 min, m/z=28...